This data is from the Open Reaction Database (ORD), a public repository of structured organic reaction records. The task is: describe an organic reaction: reactants, conditions, products, and yield Starting materials: B, ClCCl, C1CCOC1, CCO, CC1=NN=C(c2ccc([N+](=O)[O-])cc2)c2cc3c(cc2C1)OCO3, CC(C)C(N)C(O)(c1ccccc1)c1ccccc1. The product is CC1Cc2cc3c(cc2C(c2ccc([N+](=O)[O-])cc2)=NN1)OCO3. RXN SMILES: [BH3:20].[CH2:45]([Cl:46])[Cl:47].[CH2:48]1[O:49][CH2:50][CH2:51][CH2:52]1.[CH3:53][CH2:54][OH:55].[N+:21](=[O:22])([O-:23])[c:24]1[cH:25][cH:26][c:27]([C:30]2=[N:31][N:32]=[C:33]([CH3:44])[CH2:34][c:35]3[c:36]2[cH:37][c:38]2[c:39]([cH:40]3)[O:41][CH2:42][O:43]2)[cH:28][cH:29]1.[NH2:1][CH:2]([CH:3]([CH3:4])[CH3:5])[C:6]([c:7]1[cH:8][cH:9][cH:10][cH:11][cH:12]1)([c:13]1[cH:14][cH:15][cH:16][cH:17][cH:18]1)[OH:19]>>[N+:21](=[O:22])([O-:23])[c:24]1[cH:25][cH:26][c:27]([C:30]2=[N:31][NH:32][CH:33]([CH3:44])[CH2:34][c:35]3[c:36]2[cH:37][c:38]2[c:39]([cH:40]3)[O:41][CH2:42][O:43]2)[cH:28][cH:29]1.